Dataset: the Open Reaction Database (ORD), a public repository of structured organic reaction records. Task: describe an organic reaction: reactants, conditions, products, and yield The reactants are O (water), CN(C)C=O (DMF), N([C@@H](CC(NCC1=C(OC)C=C(OC)C=C1OC)=O)C(=O)OCC1=CC=CC=C1)C(=O)OCC1=CC=CC=C1 (Z-Asn(Tmob)-OBzl). Run in C(C)(=O)O (acetic acid). Run at time 2 hour. The product is COC1=C(CNC(C[C@H](N)C(=O)O)=O)C(=CC(=C1)OC)OC (N'-(2,4,6-trimethoxybenzyl)-L-asparagine). As a reaction SMILES: [NH:1](C(OCC1C=CC=CC=1)=O)[C@H:2]([C:20]([O:22]CC1C=CC=CC=1)=[O:21])[CH2:3][C:4](=[O:19])[NH:5][CH2:6][C:7]1[C:16]([O:17][CH3:18])=[CH:15][C:12]([O:13][CH3:14])=[CH:11][C:8]=1[O:9][CH3:10].O.CN(C=O)C>C(O)(=O)C>[CH3:18][O:17][C:16]1[CH:15]=[C:12]([O:13][CH3:14])[CH:11]=[C:8]([O:9][CH3:10])[C:7]=1[CH2:6][NH:5][C:4](=[O:19])[CH2:3][C@@H:2]([C:20]([OH:22])=[O:21])[NH2:1]. Reported procedure: The fully protected derivative Z-Asn(Tmob)-OBzl prepared in Step 1 (2.0 g, 3.75 mmol) was dissolved in acetic acid (50 ml), water (14 ml) and DMF (10 ml) by slight warming and vigorous stirring, nitrogen was flushed through the low pressure hydrogenation flask, 5% palladium on carbon catalyst (400 mg) was added, and a gentle stream of hydrogen continuously passed over the vigorously stirred solution for 2 hours. Nitrogen was once more flushed through the system and the catalyst removed by filtra... The reactants are [H][H] (hydrogen), [H][H] (hydrogen), Cl.C(C1=CC=CC=C1)N1C=NC=C1C=CCC(C1=CC=CC=C1)C1=CC=CC=C1 (1-benzyl-5-(4,4-diphenyl-1-butenyl)-1H-imidazole hydrochloride). Reagents/catalysts: [Pd] (Pd/C). Solvent: C(C)O (ethanol). Yields the product C(C1=CC=CC=C1)N1C=NC=C1CCCC(C1=CC=CC=C1)C1=CC=CC=C1 (1-benzyl-5-(4,4-diphenylbutyl)-1H-imidazole). RXN SMILES: Cl.[CH2:2]([N:9]1[C:13]([CH:14]=[CH:15][CH2:16][CH:17]([C:24]2[CH:29]=[CH:28][CH:27]=[CH:26][CH:25]=2)[C:18]2[CH:23]=[CH:22][CH:21]=[CH:20][CH:19]=2)=[CH:12][N:11]=[CH:10]1)[C:3]1[CH:8]=[CH:7][CH:6]=[CH:5][CH:4]=1.[H][H]>C(O)C.[Pd]>[CH2:2]([N:9]1[C:13]([CH2:14][CH2:15][CH2:16][CH:17]([C:24]2[CH:25]=[CH:26][CH:27]=[CH:28][CH:29]=2)[C:18]2[CH:19]=[CH:20][CH:21]=[CH:22][CH:23]=2)=[CH:12][N:11]=[CH:10]1)[C:3]1[CH:4]=[CH:5][CH:6]=[CH:7][CH:8]=1 |f:0.1|. Reported procedure: 1-benzyl-5-(4,4-diphenyl-1-butenyl)-1H-imidazole hydrochloride (2,0 g) is dissolved in ethanol and a catalytic amount of Pd/C (10%) is added. The reaction mixture is agitated vigorously at room temperature in a hydrogen atmosphere until the uptake of hydrogen ceases. The mixture is filtered and the filtrate is evaporated to dryness. The residue which is the product is purified by flash chromatography eluting with methylene chloride-methanol mixture. Yield 1,3 g. M.p. of the hydrochloride salt is... Reaction SMILES: [Br:11][CH2:12][CH2:13][CH2:14][Cl:15].[CH3:22][CH2:23][OH:24].[NH2:1][c:2]1[c:3]([C:4](=[O:5])[NH2:6])[cH:7][cH:8][cH:9][cH:10]1.[Na+:16].[Na+:17].[O-:18][C:19](=[O:20])[O-:21]>>[NH:1]([c:2]1[c:3]([C:4](=[O:5])[NH2:6])[cH:7][cH:8][cH:9][cH:10]1)[CH2:12][CH2:13][CH2:14][Cl:15]. Product: NC(=O)c1ccccc1NCCCCl. The reactants are ClCCCBr, CCO, NC(=O)c1ccccc1N, [Na+], [Na+], O=C([O-])[O-]. Starting materials: C(C)OC(C=C1C2=CC=CC=C2C=2C=CC=CC12)=O (fluoren-9-ylidene-acetic acid ethyl ester), [OH-].[Na+] (sodium hydroxide). Solvent: CCO (EtOH). Reaction conditions: temperature 60 celsius, time 45 minute. The product is C1=CC=CC=2C3=CC=CC=C3C(C12)=CC(=O)O (fluoren-9-ylidene-acetic acid). Yield: 99.0%. As a reaction SMILES: C([O:3][C:4](=[O:19])[CH:5]=[C:6]1[C:18]2[CH:17]=[CH:16][CH:15]=[CH:14][C:13]=2[C:12]2[C:7]1=[CH:8][CH:9]=[CH:10][CH:11]=2)C.[OH-].[Na+]>CCO>[CH:17]1[C:18]2[C:6](=[CH:5][C:4]([OH:19])=[O:3])[C:7]3[C:12](=[CH:11][CH:10]=[CH:9][CH:8]=3)[C:13]=2[CH:14]=[CH:15][CH:16]=1 |f:1.2|. Procedure details: 1.85 g (7.39 mmol, 1 eq) of 4 are introduced into 40 mL of EtOH. 14.8 mL (14.78 mmol, 2 eq) of 1 N sodium hydroxide are added and the mixture is stirred for 45 min at 60° C. The reagent dissolves completely while hot. The ethanol is concentrated, the residue is taken up in the water and AcOEt is added. The aqueous phase is acidified to pH 3, then extracted with AcOEt. The organic phase is washed with brine, dried, filtered and concentrated (m=1.62 g, yield=99%). Reactants: C(C(COCC(CO)O)O)O (diglycerin), [OH-].[K+] (potassium hydroxide), C1C(C)O1 (propylene oxide). The reagents and catalysts are catalyst. Run in C1CCCO1 (butylene oxide). The product is C1C(C)O1.C1CCCO1 (propylene oxide butylene oxide). RXN SMILES: C(O)C(O)[CH2:3][O:4][CH2:5][CH:6]([OH:9])[CH2:7]O.[OH-].[K+].C1OC1C>C1OCCC1>[CH2:7]1[O:9][CH:6]1[CH3:5].[CH2:3]1[O:4][CH2:5][CH2:6][CH2:7]1 |f:1.2,5.6|. Reported procedure: 166 g of a starting substance, diglycerin, 32 g of a catalyst, potassium hydroxide, 9,290 g of propylene oxide, and 1,460 g of butylene oxide were put into a 15-L autoclave, and reacted at 110° C. for 16 hours, and then neutralized, desalted and purified to obtain 9,900 g of a tetra-functional propylene oxide-butylene oxide copolymer. This polymer had a molecular weight of 10,900 (as calculated from its hydroxyl value).